This data is from the Open Reaction Database (ORD), a public repository of structured organic reaction records. The task is: describe an organic reaction: reactants, conditions, products, and yield Starting materials: CC(C)(C)[Si](C)(C)C#Cc1ccc(-c2ccccc2)cc1Br, C1CCOC1, CCCC[N+](CCCC)(CCCC)CCCC, [F-]. Yields the product C#Cc1ccc(-c2ccccc2)cc1Br. RXN SMILES: [Br:19][c:20]1[cH:21][c:22](-[c:35]2[cH:36][cH:37][cH:38][cH:39][cH:40]2)[cH:23][cH:24][c:25]1[C:26]#[C:27][Si:28]([C:29]([CH3:30])([CH3:31])[CH3:32])([CH3:33])[CH3:34].[CH2:41]1[O:42][CH2:43][CH2:44][CH2:45]1.[CH3:2][CH2:3][CH2:4][CH2:5][N+:6]([CH2:7][CH2:8][CH2:9][CH3:10])([CH2:11][CH2:12][CH2:13][CH3:14])[CH2:15][CH2:16][CH2:17][CH3:18].[F-:1]>>[Br:19][c:20]1[cH:21][c:22](-[c:35]2[cH:36][cH:37][cH:38][cH:39][cH:40]2)[cH:23][cH:24][c:25]1[C:26]#[CH:27].